From a dataset of the Open Reaction Database (ORD), a public repository of structured organic reaction records. describe an organic reaction: reactants, conditions, products, and yield Starting materials: CC1(OC[C@](O1)(C(=O)[O-])C)C.[Li+] (Lithium (4S)-2,2,4-trimethyl-1,3-dioxolane-4-carboxylate), C(C1=CC=CC=C1)Br (benzyl bromide), C([O-])([O-])=O.[K+].[K+] (potassium carbonate). Run in CN(C=O)C (N,N-dimethylformamide). Reaction conditions: time 12 hour. Yields the product CC1(OC[C@](O1)(C(=O)OCC1=CC=CC=C1)C)C (Benzyl (4S)-2,2,4-trimethyl-1,3-dioxolane-4-carboxylate). RXN SMILES: [CH3:1][C:2]1([CH3:11])[O:6][C@:5]([CH3:10])([C:7]([O-:9])=[O:8])[CH2:4][O:3]1.[Li+].[CH2:13](Br)[C:14]1[CH:19]=[CH:18][CH:17]=[CH:16][CH:15]=1.C(=O)([O-])[O-].[K+].[K+]>CN(C)C=O>[CH3:1][C:2]1([CH3:11])[O:6][C@:5]([CH3:10])([C:7]([O:9][CH2:13][C:14]2[CH:19]=[CH:18][CH:17]=[CH:16][CH:15]=2)=[O:8])[CH2:4][O:3]1 |f:0.1,3.4.5|. Procedure details: To a solution of the compound prepared in Example 180 (5.9 g) in N,N-dimethylformamide (hereinafter abbreviated to DMF) (120 mL) were added benzyl bromide (4.3 mL) and potassium carbonate (9.9 g) and the reaction mixture was stirred at room temperature for 12 hours. The reaction mixture was filtered through Celite (trade name) and concentrated in vacuum condition to remove DMF. To the obtained residue was added water and the organic layer was extracted with ethyl acetate. The obtained organic la... Reaction SMILES: [Br:33][Br:34].[C:29]([OH:30])(=[O:31])[CH3:32].[CH2:35]1[O:36][CH2:37][CH2:38][O:39][CH2:40]1.[CH3:41][CH2:42][O:43][C:44]([CH3:45])=[O:46].[Cl:1][c:2]1[cH:3][cH:4][c:5](-[c:8]2[cH:9][c:10]3[c:11]([n:12][c:13]2-[c:14]2[c:15]([Cl:21])[cH:16][c:17]([Cl:20])[cH:18][cH:19]2)[O:22][C:23]([CH3:27])([CH3:28])[CH2:24][C:25]3=[O:26])[cH:6][cH:7]1>>[Cl:1][c:2]1[cH:3][cH:4][c:5](-[c:8]2[cH:9][c:10]3[c:11]([n:12][c:13]2-[c:14]2[c:15]([Cl:21])[cH:16][c:17]([Cl:20])[cH:18][cH:19]2)[O:22][C:23]([CH3:27])([CH3:28])[CH:24]([Br:33])[C:25]3=[O:26])[cH:6][cH:7]1. Reactants: BrBr, CC(=O)O, C1COCCO1, CCOC(C)=O, CC1(C)CC(=O)c2cc(-c3ccc(Cl)cc3)c(-c3ccc(Cl)cc3Cl)nc2O1. Product: CC1(C)Oc2nc(-c3ccc(Cl)cc3Cl)c(-c3ccc(Cl)cc3)cc2C(=O)C1Br. Starting materials: CC1CN(c2ncc(Br)cc2C(F)(F)F)CCN1C(=O)OC(C)(C)C, C=CC(=O)OC, CC(=O)[O-], CC(=O)[O-], CC[N+](CC)(CC)Cc1ccccc1, [Cl-], CN(C)C=O, O, [Pd+2]. Yields the product COC(=O)C=Cc1cnc(N2CCN(C(=O)OC(C)(C)C)C(C)C2)c(C(F)(F)F)c1. As a reaction SMILES: [C:1]([CH3:2])([CH3:3])([CH3:4])[O:5][C:6](=[O:7])[N:8]1[CH:9]([CH3:25])[CH2:10][N:11]([c:14]2[n:15][cH:16][c:17]([Br:24])[cH:18][c:19]2[C:20]([F:21])([F:22])[F:23])[CH2:12][CH2:13]1.[C:26]([CH:27]=[CH2:28])(=[O:29])[O:30][CH3:31].[C:53]([O-:54])(=[O:55])[CH3:56].[C:58]([O-:59])(=[O:60])[CH3:61].[CH2:33]([N+:34]([CH2:35][CH3:36])([CH2:37][CH3:38])[CH2:39][CH3:40])[c:41]1[cH:42][cH:43][cH:44][cH:45][cH:46]1.[Cl-:32].[O:47]=[CH:48][N:49]([CH3:50])[CH3:51].[OH2:52].[Pd+2:57]>>[C:1]([CH3:2])([CH3:3])([CH3:4])[O:5][C:6](=[O:7])[N:8]1[CH:9]([CH3:25])[CH2:10][N:11]([c:14]2[n:15][cH:16][c:17]([CH:28]=[CH:27][C:26](=[O:29])[O:30][CH3:31])[cH:18][c:19]2[C:20]([F:21])([F:22])[F:23])[CH2:12][CH2:13]1. Reactants: C(C1=CC=CC=C1)(C1=CC=CC=C1)N1CC(C1)OS(=O)(=O)C (1-benzhydryl-3-(methanesulfonyloxy)azetidine), O (water), [C-]#N.[Na+] (sodium cyanide), O (water), C([O-])([O-])=O.[Na+].[Na+] (sodium carbonate). The solvent is CN(C=O)C (N,N-dimethylformamide), C(C)(=O)OCC (ethyl acetate). Reaction conditions: temperature 65 celsius, time 9 hour. The product is C(C1=CC=CC=C1)(C1=CC=CC=C1)N1CC(C1)C#N (1-Benzhydryl-3-cyanoazetidine). Isolated yield 92.3%. Reaction SMILES: [CH:1]([N:14]1[CH2:17][CH:16](OS(C)(=O)=O)[CH2:15]1)([C:8]1[CH:13]=[CH:12][CH:11]=[CH:10][CH:9]=1)[C:2]1[CH:7]=[CH:6][CH:5]=[CH:4][CH:3]=1.O.[C-:24]#[N:25].[Na+].C(=O)([O-])[O-].[Na+].[Na+]>CN(C)C=O.C(OCC)(=O)C>[CH:1]([N:14]1[CH2:17][CH:16]([C:24]#[N:25])[CH2:15]1)([C:8]1[CH:13]=[CH:12][CH:11]=[CH:10][CH:9]=1)[C:2]1[CH:7]=[CH:6][CH:5]=[CH:4][CH:3]=1 |f:2.3,4.5.6|. Procedure: To a solution of 1-benzhydryl-3-(methanesulfonyloxy)azetidine (7.52 g) in N,N-dimethylformamide (60 ml) were added water (7.2 ml) and sodium cyanide (3.48 g), followed by stirring at 65° C. for 9 hr. To the reaction mixture were added water, sodium carbonate and ethyl acetate, and this was partitioned. The aqueous layer was extracted with ethyl acetate. The organic layer was combined, washed with brine, and dried over anhydrous sodium sulfate. This was concentrated under reduced pressure, and th... Reactants: CCOC(=O)C1CCN(Cc2cnc(NC(=O)OC(C)(C)C)s2)CC1, ClCCl, O=C(O)C(F)(F)F. Product: CCOC(=O)C1CCN(Cc2cnc(N)s2)CC1. Reaction SMILES: [CH2:1]([CH3:2])[O:3][C:4](=[O:5])[CH:6]1[CH2:7][CH2:8][N:9]([CH2:12][c:13]2[cH:14][n:15][c:16]([NH:18][C:19]([O:20][C:21]([CH3:22])([CH3:23])[CH3:24])=[O:25])[s:17]2)[CH2:10][CH2:11]1.[Cl:26][CH2:27][Cl:28].[F:29][C:30]([F:31])([F:32])[C:33]([OH:34])=[O:35]>>[CH2:1]([CH3:2])[O:3][C:4](=[O:5])[CH:6]1[CH2:7][CH2:8][N:9]([CH2:12][c:13]2[cH:14][n:15][c:16]([NH2:18])[s:17]2)[CH2:10][CH2:11]1. Starting materials: CN1C(=O)C(Cc2ccccc2)NC1C(C)(C)C, Cn1ccc2ccccc21, CCCC=CC=O, CC(C)O, ClCCl, O=C(O)C(F)(F)F. Yields the product CCCC(CC=O)c1cn(C)c2ccccc12. Reaction SMILES: [CH2:25]([CH:26]1[NH:27][CH:28]([C:29]([CH3:30])([CH3:31])[CH3:32])[N:33]([CH3:34])[C:35]1=[O:36])[c:37]1[cH:38][cH:39][cH:40][cH:41][cH:42]1.[CH3:8][n:9]1[cH:10][cH:11][c:12]2[cH:13][cH:14][cH:15][cH:16][c:17]12.[CH:1]([CH:2]=[CH:3][CH2:4][CH2:5][CH3:6])=[O:7].[CH:46]([OH:47])([CH3:48])[CH3:49].[Cl:43][CH2:44][Cl:45].[F:18][C:19]([F:20])([F:21])[C:22]([OH:23])=[O:24]>>[CH:1]([CH2:2][CH:3]([CH2:4][CH2:5][CH3:6])[c:11]1[cH:10][n:9]([CH3:8])[c:17]2[c:12]1[cH:13][cH:14][cH:15][cH:16]2)=[O:7].